Dataset: the Open Reaction Database (ORD), a public repository of structured organic reaction records. Task: describe an organic reaction: reactants, conditions, products, and yield Starting materials: Cl (hydrochloric acid), ClC(C(=O)Cl)(Cl)Cl (Trichloroacetyl chloride), N1(C=CC=C1)C=1C=C(C(=O)OC)C=CC1 (methyl 3-(pyrrol-1-yl)benzoate), N1=CC=CC=C1 (pyridine). Solvent: O (water), C(Cl)(Cl)Cl (chloroform), ClCCCl (1,2-dichloroethane). Reaction conditions: time 7 day. Yields the product ClC(C(=O)C=1N(C=CC1)C=1C=C(C(=O)OC)C=CC1)(Cl)Cl (methyl 3-(2-trichloroacetylpyrrol-1-yl)benzoate). Reaction SMILES: [Cl:1][C:2]([Cl:7])([Cl:6])[C:3](Cl)=[O:4].[N:8]1([C:13]2[CH:14]=[C:15]([CH:20]=[CH:21][CH:22]=2)[C:16]([O:18][CH3:19])=[O:17])[CH:12]=[CH:11][CH:10]=[CH:9]1.N1C=CC=CC=1.Cl>ClCCCl.O.C(Cl)(Cl)Cl>[Cl:1][C:2]([Cl:7])([Cl:6])[C:3]([C:12]1[N:8]([C:13]2[CH:14]=[C:15]([CH:20]=[CH:21][CH:22]=2)[C:16]([O:18][CH3:19])=[O:17])[CH:9]=[CH:10][CH:11]=1)=[O:4]. Procedure details: Trichloroacetyl chloride (15.5 ml) was added to a mixture of methyl 3-(pyrrol-1-yl)benzoate (14.0 g) and pyridine (16.9 ml) in 1,2-dichloroethane (70 ml) under ice-cooling and the mixture was stirred for 7 days at ambient temperature. The mixture was poured into a mixture of chloroform and water, and the mixture was adjusted to pH 1 with 6N-hydrochloric acid. The separated organic layer was washed with a saturated aqueous sodium bicarbonate solution and water. The mixture was dried over magnesiu... The reactants are COC(=O)Cl, CCOCC, COC(=O)C1CCNC(CC2CCCCC2)C1, CCN(C(C)C)C(C)C, ClCCl. Product: COC(=O)C1CCN(C(=O)OC)C(CC2CCCCC2)C1. As a reaction SMILES: [C:18]([O:19][CH3:20])(=[O:21])[Cl:22].[CH2:35]([O:36][CH2:37][CH3:38])[CH3:39].[CH:1]1([CH2:7][CH:8]2[NH:9][CH2:10][CH2:11][CH:12]([C:14](=[O:15])[O:16][CH3:17])[CH2:13]2)[CH2:2][CH2:3][CH2:4][CH2:5][CH2:6]1.[CH:23]([N:24]([CH2:25][CH3:26])[CH:27]([CH3:28])[CH3:29])([CH3:30])[CH3:31].[Cl:32][CH2:33][Cl:34]>>[CH:1]1([CH2:7][CH:8]2[N:9]([C:18]([O:19][CH3:20])=[O:21])[CH2:10][CH2:11][CH:12]([C:14](=[O:15])[O:16][CH3:17])[CH2:13]2)[CH2:2][CH2:3][CH2:4][CH2:5][CH2:6]1. Starting materials: [Na] (sodium), thione, BrC=1SC(=CN1)[N+](=O)[O-] (2-bromo-5-nitrothiazole), S1C(=CC=C1)C=1N=NC(N1)=S (3-(thien-2-yl)-1,2,4-triazole-5-thione). Product: [N+](=O)([O-])C1=CN=C(S1)SC1=NNC(=N1)C=1SC=CC1 (3-[(5-nitrothiazol-2-yl)mercapto]-5-(thien-2-yl)-1,2,4-triazole). RXN SMILES: [S:1]1[CH:5]=[CH:4][CH:3]=[C:2]1[C:6]1[N:7]=[N:8][C:9](=[S:11])[N:10]=1.[Na].Br[C:14]1[S:15][C:16]([N+:19]([O-:21])=[O:20])=[CH:17][N:18]=1>>[N+:19]([C:16]1[S:15][C:14]([S:11][C:9]2[N:10]=[C:6]([C:2]3[S:1][CH:5]=[CH:4][CH:3]=3)[NH:7][N:8]=2)=[N:18][CH:17]=1)([O-:21])=[O:20] |^1:11|. Procedure: The title compound was prepared in the manner described in Example 1. Substituting the acid chloride of thiophene-2-carboxylic acid (prepared from the acid and oxalyl chloride) for the benzoyl chloride in Example 1 gave the thiosemicarbazide of thiophene-2-carboxylic acid and then 3-(thien-2-yl)-1,2,4-triazole-5-thione. Reaction of 1.73 g of the sodium salt of the thione with 2.09 g of 2-bromo-5-nitrothiazole as in Example 1 yielded 1 g of 3-[(5-nitrothiazol-2-yl)mercapto]-5-(thien-2-yl)-1,2,4-t... Yield: 76.8%. RXN SMILES: [C:1]([O:7][CH2:8][CH:9]=[CH2:10])(=[O:6])[CH2:2][CH2:3][CH2:4][CH3:5].[CH3:11][O:12][SiH:13]([O:16][CH3:17])[O:14][CH3:15]>[Pt]>[C:1]([O:7][CH2:8][CH2:9][CH2:10][Si:13]([O:16][CH3:17])([O:14][CH3:15])[O:12][CH3:11])(=[O:6])[CH2:2][CH2:3][CH2:4][CH3:5]. Reported procedure: A stirrer bar was put into a 50 ml two-mouth eggplant flask equipped with a thermometer and a calcium chloride tube. The flask was charged with 5.13 g (40 mmol) of allyl valerate (manufactured by Aldrich Co.) and 0.2 g of a platinum catalyst (“BY 24-835” manufactured by a Toray-Dow Corning Co.). Then, 4.89 g (40 mmol) of trimethoxysilane (manufactured by Tokyo Kasei Kogyo Co., Ltd.) was added while stirring and controlling the temperature at 50° C. or less. After further addition of 0.2 g of the... Yields the product C(CCCC)(=O)OCCC[Si](OC)(OC)OC (3-trimethoxysilylpropyl valerate). The reagents and catalysts are [Pt] (platinum), [Pt] (platinum). Starting materials: C(CCCC)(=O)OCC=C (allyl valerate), CO[SiH](OC)OC (trimethoxysilane). The solvent is two-mouth. The reactants are C(O)([O-])=O.[Na+] (sodium hydrogen carbonate), C(C1=CC=CC=C1)Br (benzyl bromide), C(C)OC1=C(C(=O)O[C@@]1([C@@H](O)CO)CC(O)CO)O (3-O-ethylglyceryl ascorbic acid). The solvent is CS(=O)C (DMSO). Run at temperature 100 celsius, time 5 hour. Yields the product C(C)OC1=C(C(=O)O[C@@]1([C@@H](O)CO)CC(O)CO)OCCCC (3-O-ethylglyceryl-2-O-butyl ascorbic acid). Isolated yield 25.4%. Reaction SMILES: [CH2:1]([O:3][C:4]1[C@@:9]([CH2:14][CH:15]([CH2:17][OH:18])[OH:16])([C@H:10]([CH2:12][OH:13])[OH:11])[O:8][C:6](=[O:7])[C:5]=1[OH:19])[CH3:2].C(=O)([O-])O.[Na+].[CH2:25](Br)[C:26]1C=CC=[CH:28][CH:27]=1>CS(C)=O>[CH2:1]([O:3][C:4]1[C@@:9]([CH2:14][CH:15]([CH2:17][OH:18])[OH:16])([C@H:10]([CH2:12][OH:13])[OH:11])[O:8][C:6](=[O:7])[C:5]=1[O:19][CH2:25][CH2:26][CH2:27][CH3:28])[CH3:2] |f:1.2|. Procedure details: Under an argon atmosphere, 3-O-ethylglyceryl ascorbic acid (3.03 g) obtained in Example 7 was stirred in DMSO (10 mL), and further, sodium hydrogen carbonate (0.92 g) and benzyl bromide (1.79 g) were added. The mixture was heated up to 100° C. and stirred for 5 hours, followed by extraction with ethyl acetate. Then, the extracted liquid was dried over anhydrous sodium sulfate, and concentrated under reduced pressure, and 2.16 g of the resultant residue was subjected to silica gel column chromato...